From a dataset of the Open Reaction Database (ORD), a public repository of structured organic reaction records. describe an organic reaction: reactants, conditions, products, and yield Starting materials: CC1=C(C(=NO1)C1=CC=CC=C1)NC ((5-methyl-3-phenyl-isoxazol-4-yl)-methylamine), ClC=1N=NC(=CC1)I (3-chloro-6-iodopyridazine), ClC=1N=NC(=CC1)Cl (3,6-dichloropyridazine). The product is IC1=CC=C(N=N1)NCC=1C(=NOC1C)C1=CC=CC=C1 ((6-Iodo-pyridazine-3-yl)-(5-methyl-3-phenyl-isoxazol-4ylmethyl)-amine). Isolated yield 24.0%. As a reaction SMILES: [CH3:1][C:2]1[O:6][N:5]=[C:4]([C:7]2[CH:12]=[CH:11][CH:10]=[CH:9][CH:8]=2)[C:3]=1NC.Cl[C:16]1[N:17]=[N:18][C:19]([I:22])=[CH:20][CH:21]=1.Cl[C:24]1[N:25]=NC(Cl)=CC=1>>[I:22][C:19]1[N:18]=[N:17][C:16]([NH:25][CH2:24][C:3]2[C:4]([C:7]3[CH:8]=[CH:9][CH:10]=[CH:11][CH:12]=3)=[N:5][O:6][C:2]=2[CH3:1])=[CH:21][CH:20]=1. Procedure details: As described for example 72, (5-methyl-3-phenyl-isoxazol-4-yl)-methylamine (2.0 g, 10.6 mmol) was converted using 3-chloro-6-iodopyridazine (Goodman, A. J.; Stanforth, S. P.; Tarbit, B. Tetrahedron 1999, 55, 15067) instead of 3,6-dichloropyridazine to the title compound (1.0 g, 24%) which was contaminated with ca. 33% of (6-chloro-pyridazin-3-yl)-(5-methyl-3-phenyl-isoxazol-4-ylmethyl)-amine (example 72). The product was obtained as a white solid. MS: m/e=393.0 [M+H]+. The solvent is COC(C)(C)C (tert-butyl methyl ether). As a reaction SMILES: [CH3:1][C:2]1[CH:18]=[CH:17][CH:16]=[CH:15][C:3]=1[O:4][CH2:5][C:6]1[CH:14]=[CH:13][CH:12]=[CH:11][C:7]=1[C:8](Cl)=[O:9].[NH:19]1[CH2:24][CH2:23][O:22][CH2:21][CH2:20]1.O>COC(C)(C)C>[CH3:1][C:2]1[CH:18]=[CH:17][CH:16]=[CH:15][C:3]=1[O:4][CH2:5][C:6]1[CH:14]=[CH:13][CH:12]=[CH:11][C:7]=1[C:8]([N:19]1[CH2:24][CH2:23][O:22][CH2:21][CH2:20]1)=[O:9]. The product is CC1=C(OCC2=C(C(=O)N3CCOCC3)C=CC=C2)C=CC=C1 (N-[2-(2-methylphenoxymethyl)-benzoyl]-morpholine). Yield: 51.4%. Starting materials: CC1=C(OCC2=C(C(=O)Cl)C=CC=C2)C=CC=C1 (2-(2-methylphenoxymethyl)benzoyl chloride), N1CCOCC1 (morpholine), O (water). Procedure: At 20 to 30° C., 2.6 g (0.01 mol) of 2-(2-methylphenoxymethyl)benzoyl chloride (EP-A 493 711, page 22) are added dropwise to a solution of 1.8 g (0.02 mol) of morpholine in 40 ml of tert-butyl methyl ether. The mixture is admixed with water and the organic phase is separated off, dried over sodium sulphate and concentrated under reduced pressure. The residue is recrystallized from 5 ml of methanol. 1.6 g (51.4% of theory) of N-[2-(2-methylphenoxymethyl)-benzoyl]-morpholine are obtained. Starting materials: N1=CC=C(C=C1)CC(=O)C1=CC=C(C=C1)OCC1=NC2=CC=CC=C2C=C1 (2-pyridin-4-yl-1-[4-(quinolin-2-ylmethoxy)-phenyl]-ethanone), ClC1=NC=CC(=C1)C (2-chloro-4-methyl pyridine). The product is ClC1=NC=CC(=C1)CC(=O)C1=CC=C(C=C1)OCC1=NC2=CC=CC=C2C=C1 (2-(2-Chloro-pyridin-4-yl)-1-[4-(quinolin-2-ylmethoxy)-phenyl]-ethanone). As a reaction SMILES: [N:1]1[CH:6]=[CH:5][C:4]([CH2:7][C:8]([C:10]2[CH:15]=[CH:14][C:13]([O:16][CH2:17][C:18]3[CH:27]=[CH:26][C:25]4[C:20](=[CH:21][CH:22]=[CH:23][CH:24]=4)[N:19]=3)=[CH:12][CH:11]=2)=[O:9])=[CH:3][CH:2]=1.[Cl:28]C1C=C(C)C=CN=1>>[Cl:28][C:2]1[CH:3]=[C:4]([CH2:7][C:8]([C:10]2[CH:11]=[CH:12][C:13]([O:16][CH2:17][C:18]3[CH:27]=[CH:26][C:25]4[C:20](=[CH:21][CH:22]=[CH:23][CH:24]=4)[N:19]=3)=[CH:14][CH:15]=2)=[O:9])[CH:5]=[CH:6][N:1]=1. Reported procedure: Following the procedure for the preparation of 2-pyridin-4-yl-1-[4-(quinolin-2-ylmethoxy)-phenyl]-ethanone but substituting 2-chloro-4-methyl pyridine provided the title compound. MS: (M+H m/z=389.0). The reactants are CCOC(=O)Cn1c(=O)n(C2OC(CO)C(O)C2O)c2nc(N)[nH]c(=O)c21, CO, [Na+], [OH-]. Yields the product Nc1nc2c(c(=O)[nH]1)n(CC(=O)O)c(=O)n2C1OC(CO)C(O)C1O. RXN SMILES: [C:1](=[O:2])([O:3][CH2:4][CH3:5])[CH2:6][n:7]1[c:8](=[O:27])[n:9]([CH:10]2[CH:11]([OH:12])[CH:13]([OH:14])[CH:15]([CH2:16][OH:17])[O:18]2)[c:19]2[n:20][c:21]([NH2:26])[nH:22][c:23](=[O:25])[c:24]12.[CH3:30][OH:31].[Na+:29].[OH-:28]>>[C:1](=[O:2])([OH:3])[CH2:6][n:7]1[c:8](=[O:27])[n:9]([CH:10]2[CH:11]([OH:12])[CH:13]([OH:14])[CH:15]([CH2:16][OH:17])[O:18]2)[c:19]2[n:20][c:21]([NH2:26])[nH:22][c:23](=[O:25])[c:24]12. Starting materials: C[C@@H](CCC)OC1=NC(=C2N=C(N(C2=N1)CCCCNC1CCOCC1)OC)N (2-{[(1S)-1-Methylbutyl]oxy}-8-(methyloxy)-9-[4-(tetrahydro-2H-pyran-4-ylamino)butyl]-9H-purin-6-amine), ClCCCCN1C2=NC(=NC(=C2N=C1OC)N)O[C@H](CCC)C (9-(4-chlorobutyl)-2-{[(1S)-1-methylbutyl]oxy}-8-(methyloxy)-9H-purin-6-amine), O1CCC(CC1)CN ((tetrahydro-2H-pyran-4-ylmethyl)amine). Product: C[C@@H](CCC)OC1=NC(=C2N=C(N(C2=N1)CCCCNCC1CCOCC1)OC)N (2-{[(1S)-1-Methylbutyl]oxy}-8-(methyloxy)-9-{4-[(tetrahydro-2H-pyran-4-ylmethyl)amino]butyl}-9H-purin-6-amine). Reaction SMILES: [CH3:1][C@H:2]([O:6][C:7]1[N:15]=[C:14]2[C:10]([N:11]=[C:12]([O:27][CH3:28])[N:13]2[CH2:16][CH2:17][CH2:18][CH2:19][NH:20]C2CCOCC2)=[C:9]([NH2:29])[N:8]=1)[CH2:3][CH2:4][CH3:5].ClCCCCN1C(OC)=NC2C1=NC(O[C@@H](C)CCC)=NC=2N.[O:53]1[CH2:58][CH2:57][CH:56]([CH2:59]N)[CH2:55][CH2:54]1>>[CH3:1][C@H:2]([O:6][C:7]1[N:15]=[C:14]2[C:10]([N:11]=[C:12]([O:27][CH3:28])[N:13]2[CH2:16][CH2:17][CH2:18][CH2:19][NH:20][CH2:59][CH:56]2[CH2:57][CH2:58][O:53][CH2:54][CH2:55]2)=[C:9]([NH2:29])[N:8]=1)[CH2:3][CH2:4][CH3:5]. Reported procedure: Prepared similarly to Intermediate 36 from 9-(4-chlorobutyl)-2-{[(1S)-1-methylbutyl]oxy}-8-(methyloxy)-9H-purin-6-amine and (tetrahydro-2H-pyran-4-ylmethyl)amine. Reactants: COC1=CC=C(C=C1)[C@@H]1SC2=C(NC([C@@H]1OC(C)=O)=O)C=CC(=C2)Cl ((-)-cis-2-(4-methoxyphenyl)-3-acetoxy-8-chloro-2,3-dihydro-1,5-benzothiazepin-4(5H)-one), Cl.C(C1=CC=CC=C1)N(C)CCCl (2-(N-benzyl-N-methylamino)ethyl chloride.hydrochloride), C([O-])([O-])=O.[K+].[K+] (potassium carbonate). Solvent: CC(=O)C (acetone). The product is COC1=CC=C(C=C1)[C@@H]1SC2=C(N(C([C@@H]1OC(C)=O)=O)CCN(C)CC1=CC=CC=C1)C=CC(=C2)Cl ((-)-cis-2-(4-methoxyphenyl)-3-acetoxy-5-[2-(N-benzyl-N-methylamino)ethyl]-8-chloro-2,3-dihydro-1,5-benzothiazepin-4(5H)-one). Isolated yield 69.6%. As a reaction SMILES: [CH3:1][O:2][C:3]1[CH:8]=[CH:7][C:6]([C@H:9]2[C@@H:15]([O:16][C:17](=[O:19])[CH3:18])[C:14](=[O:20])[NH:13][C:12]3[CH:21]=[CH:22][C:23]([Cl:25])=[CH:24][C:11]=3[S:10]2)=[CH:5][CH:4]=1.Cl.[CH2:27]([N:34]([CH2:36][CH2:37]Cl)[CH3:35])[C:28]1[CH:33]=[CH:32][CH:31]=[CH:30][CH:29]=1.C(=O)([O-])[O-].[K+].[K+]>CC(C)=O>[CH3:1][O:2][C:3]1[CH:4]=[CH:5][C:6]([C@H:9]2[C@@H:15]([O:16][C:17](=[O:19])[CH3:18])[C:14](=[O:20])[N:13]([CH2:37][CH2:36][N:34]([CH2:27][C:28]3[CH:33]=[CH:32][CH:31]=[CH:30][CH:29]=3)[CH3:35])[C:12]3[CH:21]=[CH:22][C:23]([Cl:25])=[CH:24][C:11]=3[S:10]2)=[CH:7][CH:8]=1 |f:1.2,3.4.5|. Procedure details: A mixture of 3.0 g of (-)-cis-2-(4-methoxyphenyl)-3-acetoxy-8-chloro-2,3-dihydro-1,5-benzothiazepin-4(5H)-one, 1.9 g of 2-(N-benzyl-N-methylamino)ethyl chloride.hydrochloride, 3.3 g of potassium carbonate and 80 ml of acetone is refluxed for 20 hours. Insoluble materials are removed by filtration, and the filtrate is evaporated under reduced pressure to remove solvent. The residue is dissolved in ethyl acetate, and the solution is washed with water, dried and evaporated to remove solvent. 2.9 g ... The reactants are CS(=O)(=O)Cl, CO, Nc1ccc(NC(=O)c2ccc(Cl)cc2)c(NC(=O)OC(c2ccncc2)C2CCNCC2)c1, ClCCl, c1ccncc1. The product is CS(=O)(=O)Nc1ccc(NC(=O)c2ccc(Cl)cc2)c(NC(=O)OC(c2ccncc2)C2CCNCC2)c1. As a reaction SMILES: [CH3:41][S:42]([Cl:43])(=[O:44])=[O:45].[CH3:46][OH:47].[Cl:1][c:2]1[cH:3][cH:4][c:5]([C:6](=[O:7])[NH:8][c:9]2[c:10]([NH:16][C:17](=[O:18])[O:19][CH:20]([c:21]3[cH:22][cH:23][n:24][cH:25][cH:26]3)[CH:27]3[CH2:28][CH2:29][NH:30][CH2:31][CH2:32]3)[cH:11][c:12]([NH2:15])[cH:13][cH:14]2)[cH:33][cH:34]1.[Cl:48][CH2:49][Cl:50].[cH:35]1[cH:36][cH:37][n:38][cH:39][cH:40]1>>[Cl:1][c:2]1[cH:3][cH:4][c:5]([C:6](=[O:7])[NH:8][c:9]2[c:10]([NH:16][C:17](=[O:18])[O:19][CH:20]([c:21]3[cH:22][cH:23][n:24][cH:25][cH:26]3)[CH:27]3[CH2:28][CH2:29][NH:30][CH2:31][CH2:32]3)[cH:11][c:12]([NH:15][S:42]([CH3:41])(=[O:44])=[O:45])[cH:13][cH:14]2)[cH:33][cH:34]1.